Dataset: the Open Reaction Database (ORD), a public repository of structured organic reaction records. Task: describe an organic reaction: reactants, conditions, products, and yield The reactants are CC(=O)O, Cn1nc(-c2cc(S(=O)(=O)Cl)c(Cl)cc2F)c(Cl)c1C(F)(F)F, [Zn]. The product is Cn1nc(-c2cc(S)c(Cl)cc2F)c(Cl)c1C(F)(F)F. Reaction SMILES: [CH3:24][C:25](=[O:26])[OH:27].[Cl:1][c:2]1[c:3]([S:20]([Cl:21])(=[O:22])=[O:23])[cH:4][c:5](-[c:9]2[n:10][n:11]([CH3:19])[c:12]([C:15]([F:16])([F:17])[F:18])[c:13]2[Cl:14])[c:6]([F:8])[cH:7]1.[Zn:28]>>[Cl:1][c:2]1[c:3]([SH:20])[cH:4][c:5](-[c:9]2[n:10][n:11]([CH3:19])[c:12]([C:15]([F:16])([F:17])[F:18])[c:13]2[Cl:14])[c:6]([F:8])[cH:7]1. Reactants: ClC=1C=CC2=C(C(=NCC(=N2)NN)C2=CC=CC=C2)C1 (7-chloro-2-hydrazino-5-phenyl-3H-1,4-benzodiazepine), FC(C(CBr)=O)(F)F (1,1,1-trifluoro-3-bromopropanone). Reported procedure: In the manner given in Example 1, 7-chloro-2-hydrazino-5-phenyl-3H-1,4-benzodiazepine in tetrahydrofuran can be treated with 1,1,1-trifluoro-3-bromopropanone under nitrogen to give 7-chloro-2-[[2-bromo-1-(trifluoromethyl)ethylidene]hydrazino]-5-phenyl-3H-1,4-benzodiazepine. Solvent: O1CCCC1 (tetrahydrofuran). Reaction SMILES: [Cl:1][C:2]1[CH:3]=[CH:4][C:5]2[N:11]=[C:10]([NH:12][NH2:13])[CH2:9][N:8]=[C:7]([C:14]3[CH:19]=[CH:18][CH:17]=[CH:16][CH:15]=3)[C:6]=2[CH:20]=1.[F:21][C:22]([F:28])([F:27])[C:23](=O)[CH2:24][Br:25]>O1CCCC1>[Cl:1][C:2]1[CH:3]=[CH:4][C:5]2[N:11]=[C:10]([NH:12][N:13]=[C:23]([C:22]([F:28])([F:27])[F:21])[CH2:24][Br:25])[CH2:9][N:8]=[C:7]([C:14]3[CH:19]=[CH:18][CH:17]=[CH:16][CH:15]=3)[C:6]=2[CH:20]=1. Product: ClC=1C=CC2=C(C(=NCC(=N2)NN=C(CBr)C(F)(F)F)C2=CC=CC=C2)C1 (7-chloro-2-[[2-bromo-1-(trifluoromethyl)ethylidene]hydrazino]-5-phenyl-3H-1,4-benzodiazepine).